Task: describe an organic reaction: reactants, conditions, products, and yield. Dataset: the Open Reaction Database (ORD), a public repository of structured organic reaction records Starting materials: O=Cc1cc(Br)cs1, Cc1ccccc1, C=C[Sn](CCCC)(CCCC)CCCC. Yields the product C=Cc1csc(C=O)c1. As a reaction SMILES: [Br:1][c:2]1[cH:3][c:4]([CH:7]=[O:8])[s:5][cH:6]1.[CH3:24][c:25]1[cH:26][cH:27][cH:28][cH:29][cH:30]1.[CH:9](=[CH2:10])[Sn:11]([CH2:12][CH2:13][CH2:14][CH3:15])([CH2:16][CH2:17][CH2:18][CH3:19])[CH2:20][CH2:21][CH2:22][CH3:23]>>[c:2]1([CH:9]=[CH2:10])[cH:3][c:4]([CH:7]=[O:8])[s:5][cH:6]1. Starting materials: CC(C)OC(=O)Cl, NC1CCN(C(=O)OC2C3CC4CC(C3)CC2C4)C1. The product is CC(C)OC(=O)NC1CCN(C(=O)OC2C3CC4CC(C3)CC2C4)C1. As a reaction SMILES: [Cl:20][C:21](=[O:22])[O:23][CH:24]([CH3:25])[CH3:26].[NH2:1][CH:2]1[CH2:3][N:4]([C:7](=[O:8])[O:9][CH:10]2[CH:11]3[CH2:12][CH:13]4[CH2:14][CH:15]([CH2:16][CH:17]2[CH2:18]4)[CH2:19]3)[CH2:5][CH2:6]1>>[NH:1]([CH:2]1[CH2:3][N:4]([C:7](=[O:8])[O:9][CH:10]2[CH:11]3[CH2:12][CH:13]4[CH2:14][CH:15]([CH2:16][CH:17]2[CH2:18]4)[CH2:19]3)[CH2:5][CH2:6]1)[C:21](=[O:22])[O:23][CH:24]([CH3:25])[CH3:26]. Starting materials: Intermediate 20, BrC=1C=NC=CC1CCC (3-bromo-4-propylpyridine), BrC=1C=NC=CC1CCC (3-bromo-4-propylpyridine), C(C)(C)(C)OC(COC1=C(C=C(C=C1)Cl)C#C)=O (tert-butyl(4-chloro-2-ethynylphenoxy)acetate), C(C)(C)(C)OC(COC1=C(C=C(C=C1)Cl)C#C)=O (tert-butyl(4-chloro-2-ethynylphenoxy)acetate). The product is C(C)(C)(C)OC(COC1=C(C=C(C=C1)Cl)C#CC=1C=NC=CC1CCC)=O (tert-butyl{4-chloro-2-[(4-propylpyridin-3-yl)ethynyl]phenoxy}acetate). RXN SMILES: [C:1]([O:5][C:6](=[O:18])[CH2:7][O:8][C:9]1[CH:14]=[CH:13][C:12]([Cl:15])=[CH:11][C:10]=1[C:16]#[CH:17])([CH3:4])([CH3:3])[CH3:2].Br[C:20]1[CH:21]=[N:22][CH:23]=[CH:24][C:25]=1[CH2:26][CH2:27][CH3:28]>>[C:1]([O:5][C:6](=[O:18])[CH2:7][O:8][C:9]1[CH:14]=[CH:13][C:12]([Cl:15])=[CH:11][C:10]=1[C:16]#[C:17][C:20]1[CH:21]=[N:22][CH:23]=[CH:24][C:25]=1[CH2:26][CH2:27][CH3:28])([CH3:4])([CH3:3])[CH3:2]. Procedure details: Following the general method as outlined in Intermediate 20, starting from (4-chloro-2-ethynyl-phenoxy)-acetic acid tert-butyl ester (Intermediate 3) and 3-bromo-4-propylpyridine (Intermediate 49), the title compound was obtained as a dark orange sticky solid after purification by flash column chromatography, eluting with cyclohexane containing increasing amounts of EtOAc. Reactants: N#Cc1ccc(B(O)O)cc1, O=C([O-])[O-], CN1CC2CCC3c4ccc(OS(=O)(=O)C(F)(F)F)cc4CCC23C1, Cc1ccccc1, CCO, [Na+], [Na+], c1ccc(P(c2ccccc2)(c2ccccc2)[Pd](P(c2ccccc2)(c2ccccc2)c2ccccc2)(P(c2ccccc2)(c2ccccc2)c2ccccc2)P(c2ccccc2)(c2ccccc2)c2ccccc2)cc1. Yields the product CN1CC2CCC3c4ccc(-c5ccc(C#N)cc5)cc4CCC23C1. As a reaction SMILES: [C:26](#[N:27])[c:28]1[cH:29][cH:30][c:31]([B:34]([OH:35])[OH:36])[cH:32][cH:33]1.[C:37](=[O:38])([O-:39])[O-:40].[CH3:1][N:2]1[CH2:3][CH:4]2[C:5]3([CH2:6]1)[CH2:7][CH2:8][c:9]1[c:10]([cH:14][cH:15][c:16]([O:18][S:19]([C:20]([F:21])([F:22])[F:23])(=[O:24])=[O:25])[cH:17]1)[CH:11]3[CH2:12][CH2:13]2.[CH3:43][c:44]1[cH:45][cH:46][cH:47][cH:48][cH:49]1.[CH3:50][CH2:51][OH:52].[Na+:41].[Na+:42].[cH:53]1[cH:54][cH:55][c:56]([P:57]([Pd:58]([P:59]([c:60]2[cH:61][cH:62][cH:63][cH:64][cH:65]2)([c:66]2[cH:67][cH:68][cH:69][cH:70][cH:71]2)[c:72]2[cH:73][cH:74][cH:75][cH:76][cH:77]2)([P:78]([c:79]2[cH:80][cH:81][cH:82][cH:83][cH:84]2)([c:85]2[cH:86][cH:87][cH:88][cH:89][cH:90]2)[c:91]2[cH:92][cH:93][cH:94][cH:95][cH:96]2)[P:97]([c:98]2[cH:99][cH:100][cH:101][cH:102][cH:103]2)([c:104]2[cH:105][cH:106][cH:107][cH:108][cH:109]2)[c:110]2[cH:111][cH:112][cH:113][cH:114][cH:115]2)([c:116]2[cH:117][cH:118][cH:119][cH:120][cH:121]2)[c:122]2[cH:123][cH:124][cH:125][cH:126][cH:127]2)[cH:128][cH:129]1>>[CH3:1][N:2]1[CH2:3][CH:4]2[C:5]3([CH2:6]1)[CH2:7][CH2:8][c:9]1[c:10]([cH:14][cH:15][c:16](-[c:31]4[cH:30][cH:29][c:28]([C:26]#[N:27])[cH:33][cH:32]4)[cH:17]1)[CH:11]3[CH2:12][CH2:13]2. Starting materials: C(C)(C)(C)OC(=O)NC(=NCC1=NOC(=C1)C(C)C1=CC(=C(C=C1)C1=CC=CC=C1)F)NC(=O)OC(C)(C)C (N,N'-Di-(tert-butoxycarbonyl)-N"-{5-[1-(2-fluoro-biphenyl-4-yl)-ethyl]-isoxazol-3-ylmethyl}-guanidine). The solvent is FC(C(=O)O)(F)F (trifluoroacetic acid). Reaction conditions: time 2 hour. Yields the product FC1=C(C=CC(=C1)C(C)C1=CC(=NO1)CNC(=N)N)C1=CC=CC=C1 (N-{5-[1-(2-Fluoro-biphenyl-4-yl)-ethyl]-isoxazol-3-ylmethyl}-guanidine). Yield: 72.1%. As a reaction SMILES: C(OC([NH:8][C:9]([NH:32]C(OC(C)(C)C)=O)=[N:10][CH2:11][C:12]1[CH:16]=[C:15]([CH:17]([C:19]2[CH:24]=[CH:23][C:22]([C:25]3[CH:30]=[CH:29][CH:28]=[CH:27][CH:26]=3)=[C:21]([F:31])[CH:20]=2)[CH3:18])[O:14][N:13]=1)=O)(C)(C)C>FC(F)(F)C(O)=O>[F:31][C:21]1[CH:20]=[C:19]([CH:17]([C:15]2[O:14][N:13]=[C:12]([CH2:11][NH:10][C:9]([NH2:32])=[NH:8])[CH:16]=2)[CH3:18])[CH:24]=[CH:23][C:22]=1[C:25]1[CH:30]=[CH:29][CH:28]=[CH:27][CH:26]=1. Reported procedure: The compound (1.24 g) obtained in Example 10 was dissolved in trifluoroacetic acid (10 ml), and the solution was stirred at room temperature for 2 hours and then the solvent was distilled off under reduced pressure. The residue was dissolved in ethyl acetate and the resulting solution was neutralized with a 1N aqueous sodium hydroxide solution, after which the organic layer was separated, washed with water, dried and then concentrated under reduced pressure. The residue was purified by a silica ... Reactants: BrCCCCCCBr, OCCc1cccc(Cl)c1. Product: Clc1cccc(CCOCCCCCCBr)c1. Reaction SMILES: [Br:1][CH2:2][CH2:3][CH2:4][CH2:5][CH2:6][CH2:7][Br:8].[Cl:9][c:10]1[cH:11][c:12]([CH2:16][CH2:17][OH:18])[cH:13][cH:14][cH:15]1>>[CH2:2]([CH2:3][CH2:4][CH2:5][CH2:6][CH2:7][Br:8])[O:18][CH2:17][CH2:16][c:12]1[cH:11][c:10]([Cl:9])[cH:15][cH:14][cH:13]1.